This data is from the Open Reaction Database (ORD), a public repository of structured organic reaction records. The task is: describe an organic reaction: reactants, conditions, products, and yield Reactants: O=c1ccc2ccc(OCCCBr)cc2o1, COc1cc(OC)c2c(c1)OCC(CN)O2, CO, CCN(C(C)C)C(C)C, CC(C)O, Cl, CN(C)C=O. The product is COc1cc(OC)c2c(c1)OCC(CNCCCOc1ccc3ccc(=O)oc3c1)O2. RXN SMILES: [Br:18][CH2:19][CH2:20][CH2:21][O:22][c:23]1[cH:24][cH:25][c:26]2[cH:27][cH:28][c:29](=[O:33])[o:30][c:31]2[cH:32]1.[CH3:2][O:3][c:4]1[cH:5][c:6]2[c:7]([c:14]([O:16][CH3:17])[cH:15]1)[O:8][CH:9]([CH2:12][NH2:13])[CH2:10][O:11]2.[CH3:52][OH:53].[CH:34]([N:35]([CH:36]([CH3:37])[CH3:38])[CH2:39][CH3:40])([CH3:41])[CH3:42].[CH:43]([OH:44])([CH3:45])[CH3:46].[ClH:1].[O:47]=[CH:48][N:49]([CH3:50])[CH3:51]>>[CH3:2][O:3][c:4]1[cH:5][c:6]2[c:7]([c:14]([O:16][CH3:17])[cH:15]1)[O:8][CH:9]([CH2:12][NH:13][CH2:19][CH2:20][CH2:21][O:22][c:23]1[cH:24][cH:25][c:26]3[cH:27][cH:28][c:29](=[O:33])[o:30][c:31]3[cH:32]1)[CH2:10][O:11]2. The reactants are OC[C@H]1[C@H]([C@@H]2OC(O[C@@H]2O1)(C)C)O ((3aS,5S,6R,6aS)-5-(Hydroxymethyl)-2,2-dimethyltetrahydrofuro[3,2-d][1,3]dioxol-6-ol), C(=O)(O)[O-].[Na+] (NaHCO3), [Na+].[Br-] (NaBr), ClN1C(N(C(N(C1=O)Cl)=O)Cl)=O (trichloroisocyanuric acid). Reagents/catalysts: CC1(CCCC(N1[O])(C)C)C (TEMPO). Run in CC(=O)C.O (acetone water), CO (Methanol). Run at temperature 0 celsius, time 12 hour. Yields the product O[C@@H]1[C@@H](O[C@@H]2[C@H]1OC(O2)(C)C)C(=O)O ((3aS,5R,6S,6aS)-6-Hydroxy-2,2-dimethyltetrahydrofuro[3,2-d][1,3]dioxole-5-carboxylic acid). The yield is 57.5%. Reaction SMILES: [OH:1][CH2:2][C@@H:3]1[O:10][C@@H:9]2[C@@H:5]([O:6][C:7]([CH3:12])([CH3:11])[O:8]2)[C@@H:4]1[OH:13].C([O-])(O)=[O:15].[Na+].[Na+].[Br-].ClN1C(=O)N(Cl)C(=O)N(Cl)C1=O>CC(C)=O.O.CC1(C)N([O])C(C)(C)CCC1.CO>[OH:13][C@H:4]1[C@@H:5]2[O:6][C:7]([CH3:11])([CH3:12])[O:8][C@@H:9]2[O:10][C@H:3]1[C:2]([OH:15])=[O:1] |f:1.2,3.4,6.7,^1:41|. Reported procedure: To a solution of (3aS,5S,6R,6aS)-5-(Hydroxymethyl)-2,2-dimethyltetrahydrofuro[3,2-d][1,3]dioxol-6-ol (14.6 g, 76.7 mmol), NaHCO3 (19.3 g, 230.3 mmol) and NaBr (1.6 g, 15.4 mmol) in acetone/water (120/40 mL) was added TEMPO (2,2,6,6-Tetramethyl-1-piperidinyloxy free radical) (0.24 g, 1.5 mmol) at room temperature. The mixture was cooled to 0° C., and trichloroisocyanuric acid (17.8 g, 76.7 mmol) was then added in portions. The suspension was stirred for 12 h at room temperature. Methanol (2.0 mL)... The reactants are OS(=O)(=O)O (H2SO4), iv, ii, material, O1CCCC=C1 (3,4-dihydro-2H-pyran), CC=1C=CC(=CC1)S(=O)(=O)O.O (p-TsOH.H2O), C(C)(=O)OC(C)(C)C.[Li] (lithium tert.-butyl acetate), COC(C1=CC(=CC=C1)N1N=NC=C1COC1OCCCC1)=O ((RS)-3-[5-(tetrahydro-pyran-2-yloxymethyl)-[1,2,3]triazol-1-yl]-benzoic acid methyl ester), iii, material, N(=[N+]=[N-])C=1C=C(C(=O)OC)C=CC1 (methyl 3-azidobenzoate), C(C)(C)(C)[Si](C#CCOC1OCCCC1)(C)C ((RS)-tert.-butyl-dimethyl-[3-(tetrahydro-pyran-2-yloxy)-prop-1-ynyl]-silane), material. Solvent: C(Cl)Cl (DCM), Cl (HCl), CO (MeOH), CCCC[N+](CCCC)(CCCC)CCCC.[F-] (TBAF). The product is C(C)(C)(C)OC(CC(C1=CC(=CC=C1)N1N=NC=C1COC1OCCCC1)=O)=O ((RS)-3-Oxo-3-{3-[5-(tetrahydro-pyran-2-yloxymethyl)-[1,2,3]triazol-1-yl]-phenyl}-propionic acid tert.-butyl ester), oil. RXN SMILES: CO[C:3](=[O:23])[C:4]1[CH:9]=[CH:8][CH:7]=[C:6]([N:10]2[C:14]([CH2:15][O:16][CH:17]3[CH2:22][CH2:21][CH2:20][CH2:19][O:18]3)=[CH:13][N:12]=[N:11]2)[CH:5]=1.N(C1C=C(C=CC=1)C(OC)=O)=[N+]=[N-].C([Si](C)(C)C#CCOC1CCCCO1)(C)(C)C.OS(O)(=O)=O.O1C=CCCC1.CC1C=CC(S(O)(=O)=O)=CC=1.O.[C:77]([O:80][C:81]([CH3:84])([CH3:83])[CH3:82])(=[O:79])[CH3:78].[Li]>CCCC[N+](CCCC)(CCCC)CCCC.[F-].Cl.CO.C(Cl)Cl>[C:81]([O:80][C:77](=[O:79])[CH2:78][C:3](=[O:23])[C:4]1[CH:9]=[CH:8][CH:7]=[C:6]([N:10]2[C:14]([CH2:15][O:16][CH:17]3[CH2:22][CH2:21][CH2:20][CH2:19][O:18]3)=[CH:13][N:12]=[N:11]2)[CH:5]=1)([CH3:84])([CH3:83])[CH3:82] |f:5.6,7.8,9.10,^1:84|. Procedure: The title compound was prepared from (RS)-3-[5-(tetrahydro-pyran-2-yloxymethyl)-[1,2,3]triazol-1-yl]-benzoic acid methyl ester [prepared by the following sequence: i.) methyl 3-azidobenzoate [CAS-No. 93066-93-4] (15.55 g, 88 mmol) and (RS)-tert.-butyl-dimethyl-[3-(tetrahydro-pyran-2-yloxy)-prop-1-ynyl]-silane [CAS-No. 135294-85-8] (33.50 g, 132 mmol) were heated to 60° C. for 10 days; ii.) The obtained material (48.2 g, ca. 88 mmol) was stirred in TBAF (300 mL, 1M in THF) at 70° C. for 6 days an... Reactants: C=C1CC(C(=O)OC)C(c2ccccc2)C1, CO, [Na+], [OH-]. The product is C=C1CC(C(=O)O)C(c2ccccc2)C1. Reaction SMILES: [CH2:1]=[C:2]1[CH2:3][CH:4]([c:11]2[cH:12][cH:13][cH:14][cH:15][cH:16]2)[CH:5]([C:7](=[O:8])[O:9][CH3:10])[CH2:6]1.[CH3:19][OH:20].[Na+:18].[OH-:17]>>[CH2:1]=[C:2]1[CH2:3][CH:4]([c:11]2[cH:12][cH:13][cH:14][cH:15][cH:16]2)[CH:5]([C:7](=[O:8])[OH:9])[CH2:6]1. Starting materials: NC=1SC=C(C1C(=O)OCC)C1=CC=C(C=C1)F (ethyl 2-amino-4-(4-fluorophenyl)thiophene-3-carboxylate), Cl.ClC(=N)N (chloroformamidine hydrochloride), CS(=O)(=O)C (dimethylsulfone), N (ammonia). Solvent: O (Water). Conditions: temperature 135 celsius. Yields the product NC1=NC(C2=C(N1)SC=C2C2=CC=C(C=C2)F)=O (2-Amino-5-(4-fluorophenyl)thieno[2,3-d]pyrimidin-4(1H)-one). Isolated yield 111.5%. RXN SMILES: [NH2:1][C:2]1[S:3][CH:4]=[C:5]([C:12]2[CH:17]=[CH:16][C:15]([F:18])=[CH:14][CH:13]=2)[C:6]=1[C:7](OCC)=[O:8].Cl.Cl[C:21]([NH2:23])=[NH:22].CS(C)(=O)=O.N>O>[NH2:23][C:21]1[NH:1][C:2]2[S:3][CH:4]=[C:5]([C:12]3[CH:17]=[CH:16][C:15]([F:18])=[CH:14][CH:13]=3)[C:6]=2[C:7](=[O:8])[N:22]=1 |f:1.2|. Procedure details: A mixture of ethyl 2-amino-4-(4-fluorophenyl)thiophene-3-carboxylate (400 mg, 1.51 mmol), chloroformamidine hydrochloride (434 mg, 3.78 mmol) and dimethylsulfone (710 mg, 7.55 mmol) was heated at 135° C. for 45 minutes. Water was added and the mixture was cooled down to room temperature. An aqueous ammonia solution was added to adjust the solution to pH 9. The precipitate was filtered off, yielding the title compound (440 mg) as a white powder. δH (300 MHz, DMSO-d6) 10.85 (1H, NH, D2O exchangeab... Starting materials: amine hydrochloride, Cl.Cl.NC=1C=C(C(=O)N2CCCCC3=C2C=CC=C3)C=CC1CN (1-(3-Amino-4-[aminomethyl]benzoyl)-2,3,4,5-tetrahydro-1H-1-benzazepine dihydrochloride), FC1=C(C(=CC=C1)F)N=C=O (2,6-difluorophenylisocyanate). Product: NC=1C=C(C(=O)N2CCCCC3=C2C=CC=C3)C=CC1CNC(=O)NC1=C(C=CC=C1F)F (1-(3-Amino-4-[3-(2,6-difluorophenyl)ureidomethyl]benzoyl)-2,3,4,5-tetrahydro-1H-1-benzazepine). Reaction SMILES: Cl.Cl.[NH2:3][C:4]1[CH:5]=[C:6]([CH:20]=[CH:21][C:22]=1[CH2:23][NH2:24])[C:7]([N:9]1[C:15]2[CH:16]=[CH:17][CH:18]=[CH:19][C:14]=2[CH2:13][CH2:12][CH2:11][CH2:10]1)=[O:8].[F:25][C:26]1[CH:31]=[CH:30][CH:29]=[C:28]([F:32])[C:27]=1[N:33]=[C:34]=[O:35]>>[NH2:3][C:4]1[CH:5]=[C:6]([CH:20]=[CH:21][C:22]=1[CH2:23][NH:24][C:34]([NH:33][C:27]1[C:28]([F:32])=[CH:29][CH:30]=[CH:31][C:26]=1[F:25])=[O:35])[C:7]([N:9]1[C:15]2[CH:16]=[CH:17][CH:18]=[CH:19][C:14]=2[CH2:13][CH2:12][CH2:11][CH2:10]1)=[O:8] |f:0.1.2|. Procedure: The amine hydrochloride from. Example 12B (0.132 g, 0.35 mmol) was reacted with 2,6-difluorophenylisocyanate (0.055 g, 0.35 mmol) according to the procedure in Example 1C. The product was purified by flash chromatography on silica (eluant EtOAc:pet. eth r 70:30) and then by preparative HPLC (gradient water:acetonitrile 80:20–20:80; 0.1% TFA). The HPLC fractions were freeze-dried to give a white solid; yield 0.027 g (17%). Starting materials: C(C1=CC=CC=C1)OC(=O)N[C@@H]1[C@@H](CN(CC1)C=1OC(=C(N1)C(=O)OCCCC)CC)OC (butyl cis(±)-2-(4-{[(benzyloxy)carbonyl]amino}-3-methoxypiperidin-1-yl)-5-ethyl-1,3-oxazole-4-carboxylate), C(C)(=O)OCC (ethyl acetate). The reagents and catalysts are [Pd] (Pd/C). The solvent is CO (methanol). The product is N[C@@H]1[C@@H](CN(CC1)C=1OC(=C(N1)C(=O)OCCCC)CC)OC (Butyl cis(±)-2-(4-amino-3-methoxypiperidin-1-yl)-5-ethyl-1,3-oxazole-4-carboxylate). Isolated yield 107.1%. As a reaction SMILES: C(OC([NH:11][C@H:12]1[CH2:17][CH2:16][N:15]([C:18]2[O:19][C:20]([CH2:30][CH3:31])=[C:21]([C:23]([O:25][CH2:26][CH2:27][CH2:28][CH3:29])=[O:24])[N:22]=2)[CH2:14][C@H:13]1[O:32][CH3:33])=O)C1C=CC=CC=1.C(OCC)(=O)C>[Pd].CO>[NH2:11][C@H:12]1[CH2:17][CH2:16][N:15]([C:18]2[O:19][C:20]([CH2:30][CH3:31])=[C:21]([C:23]([O:25][CH2:26][CH2:27][CH2:28][CH3:29])=[O:24])[N:22]=2)[CH2:14][C@H:13]1[O:32][CH3:33]. Reported procedure: The same operation as in Example (95b) was performed using butyl cis(±)-2-(4-{[(benzyloxy)carbonyl]amino}-3-methoxypiperidin-1-yl)-5-ethyl-1,3-oxazole-4-carboxylate obtained in Example (110b) (0.5 g, 1.09 mmol), 10% Pd/C (0.2 g), ethyl acetate (3 mL) and methanol (3 mL), to obtain 0.38 g of the title compound as a yellow oily substance (100%). Reactants: N1(C=NC=C1)CC1=C(N=C2N1C=C(C=C2)C)C2=CC=C(C=C2)C (3-((1H-imidazol-1-yl)methyl)-6-methyl-2-p-tolylimidazo[1,2-a]pyridine), Cl.ClC=1C=CC=2N(C1)C(=C(N2)C2=CC=C(C=C2)Cl)CCl (6-chloro-3-(chloromethyl)-2-(4-chlorophenyl)imidazo[1,2-a]pyridine hydrochloride), N1C(=NC=C1)C(=O)OCC (ethyl 1H-imidazole-2-carboxylate). The product is C(C)OC(=O)C=1N(C=CN1)CC1=C(N=C2N1C=C(C=C2)Cl)C2=CC=C(C=C2)Cl (1-[6-Chloro-2-(4-chloro-phenyl)-imidazo[1,2-a]pyridin-3-ylmethyl]-1H-imidazole-2-carboxylic acid ethyl ester). RXN SMILES: N1(CC2N3C=C(C)C=CC3=NC=2C2C=CC(C)=CC=2)C=CN=C1.Cl.[Cl:25][C:26]1[CH:27]=[CH:28][C:29]2[N:30]([C:32]([CH2:42]Cl)=[C:33]([C:35]3[CH:40]=[CH:39][C:38]([Cl:41])=[CH:37][CH:36]=3)[N:34]=2)[CH:31]=1.[NH:44]1[CH:48]=[CH:47][N:46]=[C:45]1[C:49]([O:51][CH2:52][CH3:53])=[O:50]>>[CH2:52]([O:51][C:49]([C:45]1[N:44]([CH2:42][C:32]2[N:30]3[CH:31]=[C:26]([Cl:25])[CH:27]=[CH:28][C:29]3=[N:34][C:33]=2[C:35]2[CH:36]=[CH:37][C:38]([Cl:41])=[CH:39][CH:40]=2)[CH:48]=[CH:47][N:46]=1)=[O:50])[CH3:53] |f:1.2|. Procedure: The title compound was prepared according to Method A and the experimentals described for compound 1 from 6-chloro-3-(chloromethyl)-2-(4-chlorophenyl)imidazo[1,2-a]pyridine hydrochloride and ethyl 1H-imidazole-2-carboxylate. m/e+ 416 for C20H17Cl2N4O2 [M+H]+; 1H-NMR (300 MHz, CDCl3) δ 8.04 (dd, J=0.9, 6.3 Hz, 1H), 7.60 (m, 3H), 7.42 (dd, J=6.3, 8.1 Hz, 2H), 7.27 (m, 1H), 7.11 (m, 1H), 6.67 (dd, J=2.1, 3.3 Hz, 1H), 6.07 (d, J=2.1 Hz, 2H), 4.48 (q, J=7.2 Hz, 2H), 1.48 (t, J=7.2 Hz, 3H) ppm; 13C-NM...